From a dataset of the Open Reaction Database (ORD), a public repository of structured organic reaction records. describe an organic reaction: reactants, conditions, products, and yield Starting materials: CCCCO, Clc1cc(N2CCOCC2)nc(Cl)n1, [H-], N#N, [Na+], CN(C)C=O. Yields the product CCCCOc1nc(Cl)cc(N2CCOCC2)n1. As a reaction SMILES: [CH2:1]([CH2:2][CH2:3][CH3:4])[OH:5].[Cl:10][c:11]1[n:12][c:13]([N:18]2[CH2:19][CH2:20][O:21][CH2:22][CH2:23]2)[cH:14][c:15]([Cl:17])[n:16]1.[H-:9].[N:6]#[N:7].[Na+:8].[O:24]=[CH:25][N:26]([CH3:27])[CH3:28]>>[CH2:1]([CH2:2][CH2:3][CH3:4])[O:5][c:11]1[n:12][c:13]([N:18]2[CH2:19][CH2:20][O:21][CH2:22][CH2:23]2)[cH:14][c:15]([Cl:17])[n:16]1. Procedure details: In a similar fashion using route 16 general procedure 61, 2-amino-4-methyl-N-quinolin-8-yl-benzenesulfonamide (Intermediate 294) (520 mg, 1.67 mmol), t-butyl nitrite (0.29 ml, 2.5 mmol), AcOH (5.2 ml) and THF (5.2 ml) gave the title compound (20 mg, 5%) after purification by column chromatography with DCM/MeOH (99.7:0.3) as the eluent. The solvent is C1CCOC1 (THF). Yields the product CC1=CC=C2S(NC3=C4N=CC=CC4=CC=C3C2=C1)(=O)=O (9-Methyl-5H-6-thia-4,5-diaza-chrysene 6,6-dioxide). Reaction SMILES: N[C:2]1[CH:7]=[C:6]([CH3:8])[CH:5]=[CH:4][C:3]=1[S:9]([NH:12][C:13]1[CH:14]=[CH:15][CH:16]=[C:17]2[C:22]=1[N:21]=[CH:20][CH:19]=[CH:18]2)(=[O:11])=[O:10].N(OC(C)(C)C)=O.CC(O)=O>C1COCC1>[CH3:8][C:6]1[CH:7]=[C:2]2[C:3]([S:9](=[O:10])(=[O:11])[NH:12][C:13]3[C:14]2=[CH:15][CH:16]=[C:17]2[C:22]=3[N:21]=[CH:20][CH:19]=[CH:18]2)=[CH:4][CH:5]=1. Reactants: NC1=C(C=CC(=C1)C)S(=O)(=O)NC=1C=CC=C2C=CC=NC12 (2-amino-4-methyl-N-quinolin-8-yl-benzenesulfonamide), CC(=O)O (AcOH), NC1=C(C=CC(=C1)C)S(=O)(=O)NC=1C=CC=C2C=CC=NC12 (2-amino-4-methyl-N-quinolin-8-yl-benzenesulfonamide), N(=O)OC(C)(C)C (t-butyl nitrite). The yield is 4.0%. Starting materials: CC#N.O (CH3CN—H2O), FC(C(=O)O)(F)F.N1=CN=C(C2=C1NC=C2)C=2C=NN(C2)[C@H]2CC[C@H](CC2)CS(=O)C2=C(C#N)C=CC=C2 (2-[(cis-4-[4-(7H-Pyrrolo[2,3-d]pyrimidin-4-yl)-1H-pyrazol-1-yl]cyclohexylmethyl)sulfinyl]-benzonitrile trifluoroacetate), sulfoxide, C1=CC(=CC(=C1)Cl)C(=O)OO (MCPBA). The solvent is C(Cl)Cl (DCM). Run at temperature 0 celsius, time 1 hour. Product: FC(C(=O)O)(F)F.N1=CN=C(C2=C1NC=C2)C=2C=NN(C2)[C@H]2CC[C@H](CC2)CS(=O)(=O)C2=C(C#N)C=CC=C2 (2-[(cis-4-[4-(7H-Pyrrolo[2,3-d]pyrimidin-4-yl)-1H-pyrazol-1-yl]cyclohexylmethyl)sulfonyl]benzonitrile trifluoroacetate). RXN SMILES: [F:1][C:2]([F:7])([F:6])[C:3]([OH:5])=[O:4].[N:8]1[C:13]2[NH:14][CH:15]=[CH:16][C:12]=2[C:11]([C:17]2[CH:18]=[N:19][N:20]([C@@H:22]3[CH2:27][CH2:26][C@H:25]([CH2:28][S:29]([C:31]4[CH:38]=[CH:37][CH:36]=[CH:35][C:32]=4[C:33]#[N:34])=[O:30])[CH2:24][CH2:23]3)[CH:21]=2)=[N:10][CH:9]=1.C1C=C(Cl)C=C(C(OO)=[O:47])C=1.CC#N.O>C(Cl)Cl>[F:1][C:2]([F:7])([F:6])[C:3]([OH:5])=[O:4].[N:8]1[C:13]2[NH:14][CH:15]=[CH:16][C:12]=2[C:11]([C:17]2[CH:18]=[N:19][N:20]([C@@H:22]3[CH2:27][CH2:26][C@H:25]([CH2:28][S:29]([C:31]4[CH:38]=[CH:37][CH:36]=[CH:35][C:32]=4[C:33]#[N:34])(=[O:47])=[O:30])[CH2:24][CH2:23]3)[CH:21]=2)=[N:10][CH:9]=1 |f:0.1,3.4,6.7|. Reported procedure: 2-[(cis-4-[4-(7H-Pyrrolo[2,3-d]pyrimidin-4-yl)-1H-pyrazol-1-yl]cyclohexylmethyl)sulfinyl]-benzonitrile (prepared as in Example 687A, 17.2 mg, 0.0000400 mol) (21 mg TFA salt), was dissolved in DCM (10 mL) and cooled to 0° C. To this mixture was added MCPBA (18 mg, 0.0000800 mol). The resulting mixture was stirred for 1 h at 0° C., and then for 16 h at rt. HPLC and LCMS showed 80 area % product, and 3 area % sulfoxide. The MCPBA was removed using a sat'd NaHCO3 wash, and the resulting washed mixtu... Starting materials: CCO, CCN(C(C)C)C(C)C, Cn1ncc([N+](=O)[O-])c1Cl, Cl, CC1(O)CCCNCC1. The product is Cn1ncc([N+](=O)[O-])c1N1CCCC(C)(O)CC1. Reaction SMILES: [CH3:30][CH2:31][OH:32].[CH:21]([N:22]([CH2:23][CH3:24])[CH:25]([CH3:26])[CH3:27])([CH3:28])[CH3:29].[Cl:1][c:2]1[c:3]([N+:8](=[O:9])[O-:10])[cH:4][n:5][n:6]1[CH3:7].[ClH:11].[OH:12][C:13]1([CH3:20])[CH2:14][CH2:15][NH:16][CH2:17][CH2:18][CH2:19]1>>[c:2]1([N:16]2[CH2:15][CH2:14][C:13]([OH:12])([CH3:20])[CH2:19][CH2:18][CH2:17]2)[c:3]([N+:8](=[O:9])[O-:10])[cH:4][n:5][n:6]1[CH3:7]. Reactants: O=C(C(Cc1ccccc1)N(Cc1ccc(Br)nc1)C(=O)C=Cc1ccc(C(F)(F)F)cc1)N1CCN(Cc2ccccc2)CC1, COCCO, CC(C)(C)[O-], Cc1ccccc1, O=C(C=Cc1ccccc1)C=Cc1ccccc1, O=C(C=Cc1ccccc1)C=Cc1ccccc1, O=C(C=Cc1ccccc1)C=Cc1ccccc1, [Na+], [Pd], [Pd]. Product: COCCOc1ccc(CN(C(=O)C=Cc2ccc(C(F)(F)F)cc2)C(Cc2ccccc2)C(=O)N2CCN(Cc3ccccc3)CC2)cn1. As a reaction SMILES: [CH2:1]([c:2]1[cH:3][cH:4][cH:5][cH:6][cH:7]1)[CH:8]([C:9](=[O:10])[N:11]1[CH2:12][CH2:13][N:14]([CH2:17][c:18]2[cH:19][cH:20][cH:21][cH:22][cH:23]2)[CH2:15][CH2:16]1)[N:24]([C:25]([CH:26]=[CH:27][c:28]1[cH:29][cH:30][c:31]([C:34]([F:35])([F:36])[F:37])[cH:32][cH:33]1)=[O:38])[CH2:39][c:40]1[cH:41][n:42][c:43]([Br:46])[cH:44][cH:45]1.[CH3:47][O:48][CH2:49][CH2:50][OH:51].[CH3:52][C:53]([CH3:54])([O-:55])[CH3:56].[CH3:58][c:59]1[cH:60][cH:61][cH:62][cH:63][cH:64]1.[CH:103](=[CH:104][C:105]([CH:106]=[CH:107][c:108]1[cH:109][cH:110][cH:111][cH:112][cH:113]1)=[O:114])[c:115]1[cH:116][cH:117][cH:118][cH:119][cH:120]1.[CH:67](=[CH:68][C:69]([CH:70]=[CH:71][c:72]1[cH:73][cH:74][cH:75][cH:76][cH:77]1)=[O:78])[c:79]1[cH:80][cH:81][cH:82][cH:83][cH:84]1.[CH:85](=[CH:86][C:87]([CH:88]=[CH:89][c:90]1[cH:91][cH:92][cH:93][cH:94][cH:95]1)=[O:96])[c:97]1[cH:98][cH:99][cH:100][cH:101][cH:102]1.[Na+:57].[Pd:65].[Pd:66]>>[CH2:1]([c:2]1[cH:3][cH:4][cH:5][cH:6][cH:7]1)[CH:8]([C:9](=[O:10])[N:11]1[CH2:12][CH2:13][N:14]([CH2:17][c:18]2[cH:19][cH:20][cH:21][cH:22][cH:23]2)[CH2:15][CH2:16]1)[N:24]([C:25]([CH:26]=[CH:27][c:28]1[cH:29][cH:30][c:31]([C:34]([F:35])([F:36])[F:37])[cH:32][cH:33]1)=[O:38])[CH2:39][c:40]1[cH:41][n:42][c:43]([O:51][CH2:50][CH2:49][O:48][CH3:47])[cH:44][cH:45]1.